Dataset: the Open Reaction Database (ORD), a public repository of structured organic reaction records. Task: describe an organic reaction: reactants, conditions, products, and yield Starting materials: CI (Methyl iodide), C([O-])([O-])=O.[K+].[K+] (potassium carbonate), O=CC(=O)O.O1C=CC=C1 (furan α-oxoacetic acid). Run in CN(C=O)C (dimethylformamide). Reaction conditions: time 3 day. Yields the product O=C(C(=O)OC)C=1OC=CC1 (Methyl 2-oxo-2-(2-furanyl)acetate). Isolated yield 38.7%. As a reaction SMILES: CI.[C:3](=O)([O-])[O-].[K+].[K+].[O:9]=[CH:10][C:11]([OH:13])=[O:12].[O:14]1[CH:18]=[CH:17][CH:16]=[CH:15]1>CN(C)C=O>[O:9]=[C:10]([C:15]1[O:14][CH:18]=[CH:17][CH:16]=1)[C:11]([O:13][CH3:3])=[O:12] |f:1.2.3,4.5|. Reported procedure: Methyl iodide (3.34 ml) was added to a stirred mixture of potassium carbonate (7.4 g) and furan α-oxoacetic acid (5 g) (Fluka) in dimethylformamide (70 ml). The mixture was stirred for 3 days and then partitioned between ethyl acetate and water. The organic phase was washed three times with water, then brine, dried over magnesium sulphate and evaporated. The product (2.1 g) was isolated by column chromatography using gradient elution (Kieselgel:3:1 going to 1:1 hexane:ethyl acetate. δH (250 MHz,... The reactants are CCO, CO, OCC#Cc1cccc2ccncc12. The product is OCCCc1cccc2ccncc12. RXN SMILES: [CH3:15][CH2:16][OH:17].[CH3:18][OH:19].[cH:1]1[n:2][cH:3][cH:4][c:5]2[cH:6][cH:7][cH:8][c:9]([C:11]#[C:12][CH2:13][OH:14])[c:10]12>>[cH:1]1[n:2][cH:3][cH:4][c:5]2[cH:6][cH:7][cH:8][c:9]([CH2:11][CH2:12][CH2:13][OH:14])[c:10]12. The reactants are BrC1=C(N)C=CC(=C1)[N+](=O)[O-] (2-bromo-4-nitroaniline), C(#C)C1(CC1)C (1-ethynyl-1-methyl-cyclopropane). Reagents/catalysts: [Cu]I (CuI), Cl[Pd]([P](C1=CC=CC=C1)(C2=CC=CC=C2)C3=CC=CC=C3)([P](C4=CC=CC=C4)(C5=CC=CC=C5)C6=CC=CC=C6)Cl (Pd(PPh3)2Cl2). Solvent: C(C)N(CC)CC (triethylamine). Reaction conditions: temperature 70 celsius, time 24 hour. The product is [N+](=O)([O-])C1=CC=C(N)C=C1 (4-nitroaniline). Yield: 123.1%. As a reaction SMILES: Br[C:2]1[CH:8]=[C:7]([N+:9]([O-:11])=[O:10])[CH:6]=[CH:5][C:3]=1[NH2:4].C(C1(C)CC1)#C>C(N(CC)CC)C.[Cu]I.Cl[Pd](Cl)([P](C1C=CC=CC=1)(C1C=CC=CC=1)C1C=CC=CC=1)[P](C1C=CC=CC=1)(C1C=CC=CC=1)C1C=CC=CC=1>[N+:9]([C:7]1[CH:8]=[CH:2][C:3]([NH2:4])=[CH:5][CH:6]=1)([O-:11])=[O:10] |^1:29,48|. Reported procedure: To a deoxygenated solution of 2-bromo-4-nitroaniline (430 mg, 2.0 mmol) and 1-ethynyl-1-methyl-cyclopropane (630 mg, 8.0 mmol) in triethylamine (20 mL) was added CuI (76 mg, 0.40 mmol) and Pd(PPh3)2Cl2 (140 mg, 0.20 mmol) under N2. The mixture was heated at 70° C. and stirred for 24 h. The solid was filtered off and washed with EtOAc (50 mL×3). The filtrate was evaporated under reduced pressure and the residue was purified by column chromatography on silica gel (petroleum ether/ethyl acetate=10/... Reactants: CS(=O)(=O)Cl (methanesulphonyl chloride), IC1=C(N)C=CC(=C1)[N+](=O)[O-] (2-iodo-4-nitroaniline), [NH4+].[Cl-] (NH4Cl). The solvent is ClCCl (dichloromethane), ClCCl (dichloromethane). Run at time 8 hour. Product: IC1=C(C=CC(=C1)[N+](=O)[O-])N(S(=O)(=O)C)S(=O)(=O)C (N-(2-iodo-4-nitrophenyl)-N-(methylsulfonyl)-methanesulfonamide). As a reaction SMILES: [I:1][C:2]1[CH:8]=[C:7]([N+:9]([O-:11])=[O:10])[CH:6]=[CH:5][C:3]=1[NH2:4].[CH3:12][S:13](Cl)(=[O:15])=[O:14].[NH4+].[Cl-]>ClCCl>[I:1][C:2]1[CH:8]=[C:7]([N+:9]([O-:11])=[O:10])[CH:6]=[CH:5][C:3]=1[N:4]([S:13]([CH3:12])(=[O:15])=[O:14])[S:13]([CH3:12])(=[O:15])=[O:14] |f:2.3|. Procedure: To a solution of 2-iodo-4-nitroaniline (1.02 g, 3.86 mmol) in dichloromethane (10 ml), has been added under stirring triethylamine (1.77 ml, 12.7 mmol). To this mixture, a solution of methanesulphonyl chloride (0.98 ml, 12.7 mmol) in dichloromethane (2 ml) has been added dropwise, very slowly and in an ice-bath. The mixture so obtained was left under stirring at room temperature overnight. The day after, the reaction mixture was neutralized with a saturated aqueous solution of NH4Cl. The organic... The reactants are COC(=O)C=1C=NC(=C(C1)Br)Cl (5-bromo-6-chloro-3-pyridinecarboxylic acid methyl ester), FC1=CC=C(C=C1)B(O)O (4-fluorophenylboronic acid). The product is COC(C1=CN=C(C(=C1)C1=CC=C(C=C1)F)Cl)=O (6-Chloro-5-(4-fluoro-phenyl)-nicotinic Acid Methyl Ester). RXN SMILES: [CH3:1][O:2][C:3]([C:5]1[CH:6]=[N:7][C:8]([Cl:12])=[C:9](Br)[CH:10]=1)=[O:4].[F:13][C:14]1[CH:19]=[CH:18][C:17](B(O)O)=[CH:16][CH:15]=1>>[CH3:1][O:2][C:3](=[O:4])[C:5]1[CH:10]=[C:9]([C:17]2[CH:18]=[CH:19][C:14]([F:13])=[CH:15][CH:16]=2)[C:8]([Cl:12])=[N:7][CH:6]=1. Procedure: The title compound was synthesized in analogy to Example 5a, using 5-bromo-6-chloro-3-pyridinecarboxylic acid methyl ester and 4-fluorophenylboronic acid as starting materials, MS (ISP) 266.1 (M+H)+.